This data is from the Open Reaction Database (ORD), a public repository of structured organic reaction records. The task is: describe an organic reaction: reactants, conditions, products, and yield Yields the product ClC1=C(C=CC=C1)NC(=O)C=1C(=NN(C1)C)C(F)F (N-(2-chlorophenyl)-3-difluoromethyl-1-methyl-1H-pyrazole-4-carboxamide). Reactants: FC(C1=NN(C=C1C(=O)Cl)C)F (3-difluoromethyl-1-methyl-1H-pyrazole-4-carbonyl chloride), ClC1=C(N)C=CC=C1 (2-chloroaniline). Reported procedure: 80.0 g (0.403 mol, 98% pure) of 3-difluoromethyl-1-methyl-1H-pyrazole-4-carbonyl chloride were dissolved at 25° C. in 257.2 g of toluene. The solution was evacuated to 400 mbar and heated to 85° C. Subsequently, within 3 hours, 221.3 g (0.399 mol, 23% strength) of toluenic 2-chloroaniline solution were metered in and the reaction mixture was stirred for a further 1 hour. After venting and cooling to 20° C. with a ramp of 10° C./h, the mixture was stirred overnight. Subsequently, the mixture was ... Reaction conditions: temperature 85 celsius, time 3 hour. RXN SMILES: [F:1][CH:2]([F:12])[C:3]1[C:7]([C:8](Cl)=[O:9])=[CH:6][N:5]([CH3:11])[N:4]=1.[Cl:13][C:14]1[CH:20]=[CH:19][CH:18]=[CH:17][C:15]=1[NH2:16]>C1(C)C=CC=CC=1>[Cl:13][C:14]1[CH:20]=[CH:19][CH:18]=[CH:17][C:15]=1[NH:16][C:8]([C:7]1[C:3]([CH:2]([F:12])[F:1])=[N:4][N:5]([CH3:11])[CH:6]=1)=[O:9]. Run in C1(=CC=CC=C1)C (toluene). Starting materials: CC1(C=2C=CC(=CC2C(CC1)(C)C)C=1N=C(SC1)N1CCNCC1)C (1-[4-(5,5,8,8-tetramethyl-5,6,7,8-tetrahydronaphthalen-2-yl)thiazol-2-yl]piperazine), Cl (hydrochloride), ClCCN1C(OCC1)=O (3-(2-chloroethyl)oxazolidin-2-one), [OH-].[Na+] (sodium hydroxide). Yields the product CC1(C=2C=CC(=CC2C(CC1)(C)C)C=1N=C(SC1)N1CCN(CC1)CCNCCO)C (2-(2-{4-[4-(5,5,8,8-tetramethyl-5,6,7,8-tetrahydronaphthalen-2-yl)thiazol-2-yl]piperazin-1-yl}ethylamino)ethanol). As a reaction SMILES: [CH3:1][C:2]1([CH3:25])[CH2:11][CH2:10][C:9]([CH3:13])([CH3:12])[C:8]2[CH:7]=[C:6]([C:14]3[N:15]=[C:16]([N:19]4[CH2:24][CH2:23][NH:22][CH2:21][CH2:20]4)[S:17][CH:18]=3)[CH:5]=[CH:4][C:3]1=2.Cl[CH2:27][CH2:28][N:29]1[CH2:33][CH2:32][O:31]C1=O.[OH-].[Na+].Cl>>[CH3:1][C:2]1([CH3:25])[CH2:11][CH2:10][C:9]([CH3:12])([CH3:13])[C:8]2[CH:7]=[C:6]([C:14]3[N:15]=[C:16]([N:19]4[CH2:20][CH2:21][N:22]([CH2:27][CH2:28][NH:29][CH2:33][CH2:32][OH:31])[CH2:23][CH2:24]4)[S:17][CH:18]=3)[CH:5]=[CH:4][C:3]1=2 |f:2.3|. Reported procedure: The preparation was carried out as already described starting from 100 mg (0.28 mmol) of 1-[4-(5,5,8,8-tetramethyl-5,6,7,8-tetrahydronaphthalen-2-yl)thiazol-2-yl]piperazine and 50 mg (0.34 mmol) of 3-(2-chloroethyl)oxazolidin-2-one. The protecting group was cleaved off using a 1N sodium hydroxide solution. The product is in the form of the hydrochloride. Starting materials: O=C([O-])[O-], C1COCCO1, COc1ccc(B(O)O)cc1, Cc1ccccc1, CCOC(=O)CC1CCc2cc(OCCCNc3ccc(C(F)(F)F)c(Cl)n3)ccc21, [Na+], [Na+], O. Product: CCOC(=O)CC1CCc2cc(OCCCNc3ccc(C(F)(F)F)c(-c4ccc(OC)cc4)n3)ccc21. As a reaction SMILES: [C:38](=[O:39])([O-:40])[O-:41].[CH2:32]1[O:33][CH2:34][CH2:35][O:36][CH2:37]1.[CH3:44][O:45][c:46]1[cH:47][cH:48][c:49]([B:52]([OH:53])[OH:54])[cH:50][cH:51]1.[CH3:55][c:56]1[cH:57][cH:58][cH:59][cH:60][cH:61]1.[Cl:1][c:2]1[c:3]([C:28]([F:29])([F:30])[F:31])[cH:4][cH:5][c:6]([NH:8][CH2:9][CH2:10][CH2:11][O:12][c:13]2[cH:14][c:15]3[c:19]([cH:20][cH:21]2)[CH:18]([CH2:22][C:23](=[O:24])[O:25][CH2:26][CH3:27])[CH2:17][CH2:16]3)[n:7]1.[Na+:42].[Na+:43].[OH2:62]>>[c:2]1(-[c:49]2[cH:48][cH:47][c:46]([O:45][CH3:44])[cH:51][cH:50]2)[c:3]([C:28]([F:29])([F:30])[F:31])[cH:4][cH:5][c:6]([NH:8][CH2:9][CH2:10][CH2:11][O:12][c:13]2[cH:14][c:15]3[c:19]([cH:20][cH:21]2)[CH:18]([CH2:22][C:23](=[O:24])[O:25][CH2:26][CH3:27])[CH2:17][CH2:16]3)[n:7]1. Starting materials: C(C)OC(=O)C=1C=NOC1C1=C(C=C(C=C1)Cl)Cl (Ethyl-5-(2',4'-dichlorophenyl)-4-isoxazolecarboxylate), C(C)(=O)O (acetic acid), Cl (hydrochloric acid), resultant solution. The solvent is O (water). Product: ClC1=C(C=CC(=C1)Cl)C1=C(C=NO1)C(=O)O (5-(2',4'-dichlorophenyl)-4-isoxazolecarboxylic acid). Yield: 91.2%. RXN SMILES: C([O:3][C:4]([C:6]1[CH:7]=[N:8][O:9][C:10]=1[C:11]1[CH:16]=[CH:15][C:14]([Cl:17])=[CH:13][C:12]=1[Cl:18])=[O:5])C.C(O)(=O)C.Cl>O>[Cl:18][C:12]1[CH:13]=[C:14]([Cl:17])[CH:15]=[CH:16][C:11]=1[C:10]1[O:9][N:8]=[CH:7][C:6]=1[C:4]([OH:5])=[O:3]. Reported procedure: Ethyl-5-(2',4'-dichlorophenyl)-4-isoxazolecarboxylate (50.0 g.; 0.17 mol.) was dissolved in 250 ml. of glacial acetic acid. To the mixture was added 250 ml. of hydrochloric acid and the resultant solution was rapidly stirred at 100° C. for 4 hours. The mixture was then allowed to cool and poured into 2 liters of water. The resultant precipitate was collected, dried, and recrystallized from pentane to yield 5-(2',4'-dichlorophenyl)-4-isoxazolecarboxylic acid (40.0 g.; 93.6% yield) having a meltin...